This data is from the Open Reaction Database (ORD), a public repository of structured organic reaction records. The task is: describe an organic reaction: reactants, conditions, products, and yield Product: O1COC2=C1C=CC(=C2)COC2=C(C(C(=O)O)=CC=C2)C(=O)O (3-(benzo[1,3]dioxol-5-ylmethoxy)-phthalic acid). As a reaction SMILES: C[O:2][C:3](=[O:25])[C:4]1[C:5](=[C:10]([O:14][CH2:15][C:16]2[CH:24]=[CH:23][C:19]3[O:20][CH2:21][O:22][C:18]=3[CH:17]=2)[CH:11]=[CH:12][CH:13]=1)[C:6]([O:8]C)=[O:7].[OH-].[Na+]>>[O:20]1[C:19]2[CH:23]=[CH:24][C:16]([CH2:15][O:14][C:10]3[CH:11]=[CH:12][CH:13]=[C:4]([C:3]([OH:25])=[O:2])[C:5]=3[C:6]([OH:8])=[O:7])=[CH:17][C:18]=2[O:22][CH2:21]1 |f:1.2|. Procedure details: A solution of 3-(benzo[1,3]dioxol-5-ylmethoxy)-phthalic acid dimethyl ester (1.6 g crude, 4.8 mmol) in reagent alcohol (100 mL) and 3 N sodium hydroxide (35 mL) was refluxed for two hours. The solution was evaporated and the residue was dissolved in water (80 mL) and washed with methylene chloride (3×70 mL) then acidified to pH around 4. The resulting mixture was extracted with ethyl acetate (2×60 mL) and the combined organic layers was washed with water (2×70 mL), dried and concentrated to give... Run in alcohol. Starting materials: COC(C=1C(C(=O)OC)=C(C=CC1)OCC1=CC2=C(OCO2)C=C1)=O (3-(benzo[1,3]dioxol-5-ylmethoxy)-phthalic acid dimethyl ester), [OH-].[Na+] (sodium hydroxide). The reactants are C(C1=CC=CC=C1)N1CC(CC1)(O)CN(C)C (1-benzyl-3-dimethylaminomethyl-3-hydroxypyrrolidine). Reagents/catalysts: [Pd] (palladium). Run in CO (methanol). Product: CN(C)CC1(CNCC1)O (3-Dimethylaminomethyl-3-hydroxypyrrolidine). RXN SMILES: C([N:8]1[CH2:12][CH2:11][C:10]([CH2:14][N:15]([CH3:17])[CH3:16])([OH:13])[CH2:9]1)C1C=CC=CC=1>CO.[Pd]>[CH3:16][N:15]([CH2:14][C:10]1([OH:13])[CH2:11][CH2:12][NH:8][CH2:9]1)[CH3:17]. Procedure: 9.4 g (39 mmol) of 1-benzyl-3-dimethylaminomethyl-3-hydroxypyrrolidine in 60 ml of methanol are hydrogenated using 2 g of palladium/active carbon (5%) at 100° C. and 90 bar. The catalyst is filtered off, the filtrate is concentrated and the residue is distilled. The reactants are N-Aryl-benzenesulfonamides, NC1=C(C=C(C=C1)Br)C(=O)C1=CC=CC=C1 ((2-amino-5-bromo-phenyl)-phenyl-methanone), C(C)C1=CC=C(C=C1)S(=O)(=O)Cl (4-Ethyl-benzenesulfonyl chloride). Product: C(C1=CC=CC=C1)(=O)C1=C(C=CC(=C1)Br)NS(=O)(=O)C1=CC=C(C=C1)CC (N-(2-Benzoyl-4-bromo-phenyl)-4-ethyl-benzenesulfonamide). As a reaction SMILES: [NH2:1][C:2]1[CH:7]=[CH:6][C:5]([Br:8])=[CH:4][C:3]=1[C:9]([C:11]1[CH:16]=[CH:15][CH:14]=[CH:13][CH:12]=1)=[O:10].[CH2:17]([C:19]1[CH:24]=[CH:23][C:22]([S:25](Cl)(=[O:27])=[O:26])=[CH:21][CH:20]=1)[CH3:18]>>[C:9]([C:3]1[CH:4]=[C:5]([Br:8])[CH:6]=[CH:7][C:2]=1[NH:1][S:25]([C:22]1[CH:23]=[CH:24][C:19]([CH2:17][CH3:18])=[CH:20][CH:21]=1)(=[O:27])=[O:26])(=[O:10])[C:11]1[CH:12]=[CH:13][CH:14]=[CH:15][CH:16]=1. Procedure details: The title compound was prepared according to the general procedure for the synthesis of N-Aryl-benzenesulfonamides previously described using 138 mg of (2-amino-5-bromo-phenyl)-phenyl-methanone and 102 mg of 4-Ethyl-benzenesulfonyl chloride. 1H-NMR (400 MHz, CDCl3): δ 1.13 (t, 3H, J=7.6 Hz), 2.54 (q, 2H, 14.8 Hz, 7.6 Hz), 7.08 (d, 2H, J=8.8 Hz), 7.35-7.43 (m, 4H), 7.46 (d, 1H, J=2.4 Hz), 7.55-7.63 (m, 4H), 7.69 (d, 1H, J=8.8 Hz), 9.78 (s, 1H). m/z 445.3 (M++1). Reactants: N1(C=NC=C1)CCCCN1C(NC2=CC=C(C=C2C1=O)[N+](=O)[O-])=O (3-[4-(1H-imidazol-1-yl)butyl]-6-nitro-2,4(1H,3H)-quinazolinedione), [H][H] (hydrogen). The reagents and catalysts are [Pd] (palladium-on-carbon). Run in C(C)O (ethanol). Product: NC=1C=C2C(N(C(NC2=CC1)=O)CCCCN1C=NC=C1)=O (6-Amino-3-[4-(1H-imidazol-1-yl)butyl]-2,4(1H,3H)-quinazolinedione). Reaction SMILES: [N:1]1([CH2:6][CH2:7][CH2:8][CH2:9][N:10]2[C:19](=[O:20])[C:18]3[C:13](=[CH:14][CH:15]=[C:16]([N+:21]([O-])=O)[CH:17]=3)[NH:12][C:11]2=[O:24])[CH:5]=[CH:4][N:3]=[CH:2]1.[H][H]>[Pd].C(O)C>[NH2:21][C:16]1[CH:17]=[C:18]2[C:13](=[CH:14][CH:15]=1)[NH:12][C:11](=[O:24])[N:10]([CH2:9][CH2:8][CH2:7][CH2:6][N:1]1[CH:5]=[CH:4][N:3]=[CH:2]1)[C:19]2=[O:20]. Procedure: A mixture of 2.0 g of 3-[4-(1H-imidazol-1-yl)butyl]-6-nitro-2,4(1H,3H)-quinazolinedione, 1.0 g of 10% palladium-on-carbon catalyst and 200 ml of ethanol is shaken in a Parr hydrogenater under 45 pounds of hydrogen pressure until the hydrogen uptake is complete. The reaction mixture is heated to the boil and the catalyst is filtered off. The ethanolic solution is concentrated to a low volume and the desired product is recovered by filtration. The reactants are C(C=C)(=O)OCC (ethyl acrylate), Cl.C[C@H]1NCCC1 (2-(R)-methylpyrrolidine HCl), C(=O)([O-])[O-].[K+].[K+] (K2CO3), C(C=C)(=O)OCC (Ethyl acrylate), CCO (EtOH). The solvent is CC#N (CH3CN). Reaction conditions: time 1 hour. Yields the product C(C)OC(CCN1[C@@H](CCC1)C)=O (3-(2-(R)-Methyl-pyrrolidin-1-yl)-propionic acid ethyl ester). The yield is 100.8%. RXN SMILES: Cl.[CH3:2][C@@H:3]1[CH2:7][CH2:6][CH2:5][NH:4]1.C([O-])([O-])=O.[K+].[K+].[C:14]([O:18][CH2:19][CH3:20])(=[O:17])[CH:15]=[CH2:16].CCO>CC#N>[CH2:19]([O:18][C:14](=[O:17])[CH2:15][CH2:16][N:4]1[CH2:5][CH2:6][CH2:7][C@H:3]1[CH3:2])[CH3:20] |f:0.1,2.3.4|. Procedure: In a round-bottom flask, 2-(R)-methylpyrrolidine HCl (5.5 g, 45 mmol) was dissolved in CH3CN (20 mL). To the stirred solution was added milled K2CO3 (8.3 g, 60 mmol). The suspension was stirred at room temperature for approximately 1 h. Ethyl acrylate (3.25 mL, 30 mmol) and EtOH (40 mL) were then added. The reaction mixture was stirred until analysis by GC showed completion (the Area % of ethyl acrylate was less than 1% (approximately 2 h)). The reaction mixture was filtered and the wet cake (ex... RXN SMILES: [CH3:1][C:2]([C:5]1[CH:26]=[CH:25][C:8]2[CH:9]=[C:10]([C:20]([O:22]CC)=[O:21])[CH:11]([C:13]([F:19])([F:18])[C:14]([F:17])([F:16])[F:15])[O:12][C:7]=2[CH:6]=1)([CH3:4])[CH3:3].[OH-].[Na+]>C1COCC1.C(O)C>[CH3:4][C:2]([C:5]1[CH:26]=[CH:25][C:8]2[CH:9]=[C:10]([C:20]([OH:22])=[O:21])[CH:11]([C:13]([F:18])([F:19])[C:14]([F:17])([F:16])[F:15])[O:12][C:7]=2[CH:6]=1)([CH3:1])[CH3:3] |f:1.2|. Yields the product CC(C)(C)C1=CC2=C(C=C(C(O2)C(C(F)(F)F)(F)F)C(=O)O)C=C1 (7-(1,1-Dimethylethyl)-2-(pentafluoroethyl)-2H-1-benzopyran-3-carboxylic acid). Procedure details: The ester from Step 3 (1.58 g 4.20 mmol) was dissolved in THF (3 mL) and ethanol (3 mL), treated with 2.5 N sodium hydroxide (2 mL, 5 mmol), and stirred at room temperature for 23.3 hours. The reaction mixture was concentrated in vacuo, acidified with 3 N HCl yielding a suspension. The solid was collected by filtration and was recrystallized from ethanol-water to yield a yellow solid (0.76 g, 52%): mp 171.0–173.5° C. 1H NMR (acetone-d6/300 MHz) 7.93 (s, 1H), 7.39 (d, 1H, J=8.1 Hz), 7.18 (dd, 1H,... Isolated yield 51.7%. The solvent is C1CCOC1 (THF), C(C)O (ethanol). Run at time 23.3 hour. Starting materials: CC(C)(C)C1=CC2=C(C=C(C(O2)C(C(F)(F)F)(F)F)C(=O)OCC)C=C1 (ethyl 7-(1,1-Dimethylethyl)-2-(pentafluoroethyl)-2H-1-benzopyran-3-carboxylate), [OH-].[Na+] (sodium hydroxide).